Dataset: the Open Reaction Database (ORD), a public repository of structured organic reaction records. Task: describe an organic reaction: reactants, conditions, products, and yield Reactants: O=C1SC(C(N1)=O)CC1=CC=C(C=C1)O (2,4-dioxo-5-[(p-hydroxyphenyl)-methyl]thiazolidine), [H-].[Na+] (sodium hydride), ice water, C1(=CC=C(C=C1)CBr)CBr (p-xylylene dibromide), O (water). The solvent is CN(C=O)C (dimethylformamide), C(C)(=O)OCC (ethyl acetate). Conditions: temperature 60 celsius, time 3 hour. Yields the product O=C1SC(C(N1)=O)CC1=CC=C(OCC2=CC=C(C=C2)COC2=CC=C(C=C2)CC2C(NC(S2)=O)=O)C=C1 (1,4-bis[[4-[(2,4-dioxo-5-thiazolidinyl)methyl]phenoxy]methyl]benzene). RXN SMILES: [O:1]=[C:2]1[NH:6][C:5](=[O:7])[CH:4]([CH2:8][C:9]2[CH:14]=[CH:13][C:12]([OH:15])=[CH:11][CH:10]=2)[S:3]1.[H-].[Na+].[C:18]1([CH2:26]Br)[CH:23]=[CH:22][C:21]([CH2:24]Br)=[CH:20][CH:19]=1.[OH2:28]>CN(C)C=O.C(OCC)(=O)C>[O:1]=[C:2]1[NH:6][C:5](=[O:7])[CH:4]([CH2:8][C:9]2[CH:14]=[CH:13][C:12]([O:15][CH2:26][C:18]3[CH:23]=[CH:22][C:21]([CH2:24][O:28][C:12]4[CH:11]=[CH:10][C:9]([CH2:8][CH:4]5[S:3][C:2](=[O:1])[NH:6][C:5]5=[O:7])=[CH:14][CH:13]=4)=[CH:20][CH:19]=3)=[CH:11][CH:10]=2)[S:3]1 |f:1.2|. Procedure: A 2.23 g portion of 2,4-dioxo-5-[(p-hydroxyphenyl)-methyl]thiazolidine was dissolved in 25 ml of dimethylformamide, and the solution was mixed with 0.8 g of sodium hydride and maintained at 60° C. for 3 hours. Under cooling with ice water, 1.32 g of p-xylylene dibromide was added to the solution, and the mixture was incubated at room temperature for 3 hours and then at 80° C. for 3 hours. A 100 ml portion of water and 100 ml of ethyl acetate were added to the reaction mixture to dissolve insolub... Reactants: C(C)(C)(C)OC(=O)N1C(CCC1)C(=O)OCC(=O)C1=CC2C(S1)C=C(S2)Br (Pyrrolidine-1,2-dicarboxylic acid 2-[2-(5-bromo-3a,6a-dihydro-thieno[3,2-b]thiophen-2-yl)-2-oxo-ethyl]ester 1-tert-butyl ester), S1C2C(C=C1C(COC(=O)C1N(CCC1)C(=O)OC(C)(C)C)=O)SC=C2 (Pyrrolidine-1,2-dicarboxylic acid 1-tert-butyl ester 2-[2-(3a,6a-dihydro-thieno[3,2-b]thiophen-2-yl)-2-oxo-ethyl]ester), BrN1C(CCC1=O)=O (N-bromosuccinimide). The solvent is CCOC(=O)C (EtOAc), CN(C)C=O (DMF). Run at time 4 day. The product is CON(C(=O)C1=CC2C(S1)C=CS2)C (3a,6a-Dihydro-thieno[3,2-b]thiophene-2-carboxylic acid methoxy-methyl-amide). Yield: 66.0%. RXN SMILES: C(OC(N1CCCC1C(OC[C:17]([C:19]1[S:23][CH:22]2[CH:24]=[C:25](Br)[S:26][CH:21]2[CH:20]=1)=[O:18])=O)=O)(C)(C)C.S1C([C:33](=[O:50])COC(C2CCCN2C(OC(C)(C)C)=O)=O)=CC2SC=CC12.Br[N:55]1C(=O)CC[C:56]1=O>CN(C=O)C.CCOC(C)=O>[CH3:33][O:50][N:55]([CH3:56])[C:17]([C:19]1[S:23][CH:22]2[CH:24]=[CH:25][S:26][CH:21]2[CH:20]=1)=[O:18]. Procedure: 3a,6a-Dihydro-thieno[3,2-b]thiophene-2-carboxylic acid (2 g, 10.86 mmol) MeNHOMe-HCl (1.06 g, 10.86 mmol), HOBt (1.47 g, 10.86 mmol) and DIPEA (5.9 mL, 33.67 mmol) were combined in DMF (40 mL). To the stirred mixture was added EDCI (2.72 g, 14.12 mmol). After 5 h, EtOAc (100 mL) was added and the organics were washed with saturated aqueous NaHCO3 and brine then dried over MgSO4, filtered and concentrated. The crude residue was purified by silica column chromatography (20% to 45% EtOAc/Hex) to af...